Dataset: the Open Reaction Database (ORD), a public repository of structured organic reaction records. Task: describe an organic reaction: reactants, conditions, products, and yield Reactants: COC(=O)C=C(C)c1ccc2c(ccn2S(=O)(=O)c2ccccc2)c1, CCCCCC, CCOCC, CCOC(C)=O, ClCCl, O=C1CCC(=O)N1I, O, Cc1ccc(S(=O)(=O)O)cc1. The product is COC(=O)C=C(C)c1ccc2c(c1)c(I)cn2S(=O)(=O)c1ccccc1. RXN SMILES: [CH3:1][O:2][C:3]([CH:4]=[C:5]([CH3:6])[c:7]1[cH:8][c:9]2[cH:10][cH:11][n:12]([S:16](=[O:17])(=[O:18])[c:19]3[cH:20][cH:21][cH:22][cH:23][cH:24]3)[c:13]2[cH:14][cH:15]1)=[O:25].[CH3:46][CH2:47][CH2:48][CH2:49][CH2:50][CH3:51].[CH3:55][CH2:56][O:57][CH2:58][CH3:59].[CH3:60][CH2:61][O:62][C:63](=[O:64])[CH3:65].[Cl:52][CH2:53][Cl:54].[I:26][N:27]1[C:28](=[O:29])[CH2:30][CH2:31][C:32]1=[O:33].[OH2:34].[c:35]1([CH3:36])[cH:37][cH:38][c:39]([S:40]([OH:41])(=[O:42])=[O:43])[cH:44][cH:45]1>>[CH3:1][O:2][C:3]([CH:4]=[C:5]([CH3:6])[c:7]1[cH:8][c:9]2[c:10]([I:26])[cH:11][n:12]([S:16](=[O:17])(=[O:18])[c:19]3[cH:20][cH:21][cH:22][cH:23][cH:24]3)[c:13]2[cH:14][cH:15]1)=[O:25]. Reactants: [BH4-], O=C([O-])O, C1CCOC1, CCCCOCCCC, CC(C)(C#N)N1CCCC1, [Li]c1ccccc1, [Na+], [Na+]. Yields the product CC(C)(C(N)c1ccccc1)N1CCCC1. RXN SMILES: [BH4-:23].[C:18](=[O:19])([O-:20])[OH:21].[CH2:25]1[O:26][CH2:27][CH2:28][CH2:29]1.[CH2:30]([O:31][CH2:32][CH2:33][CH2:34][CH3:35])[CH2:36][CH2:37][CH3:38].[CH3:1][C:2]([C:3]#[N:4])([CH3:5])[N:6]1[CH2:7][CH2:8][CH2:9][CH2:10]1.[Li:11][c:12]1[cH:13][cH:14][cH:15][cH:16][cH:17]1.[Na+:22].[Na+:24]>>[CH3:1][C:2]([CH:3]([NH2:4])[c:12]1[cH:13][cH:14][cH:15][cH:16][cH:17]1)([CH3:5])[N:6]1[CH2:7][CH2:8][CH2:9][CH2:10]1. Reactants: CC(C)(C#N)N=NC(C)(C)C#N (AIBN), C1CC(=O)N(C1=O)Br (NBS), CC1=C(C(=O)OC)C=CC(=C1)[N+](=O)[O-] (methyl 2-methyl-4-nitrobenzoate). Run in C(Cl)(Cl)(Cl)Cl (CCl4). Conditions: time 2 hour. Yields the product [N+](=O)([O-])C=1C=C2CNC(C2=CC1)=O (5-nitroisoindolin-1-one). As a reaction SMILES: CC(N=NC(C#N)(C)C)(C#N)C.[CH2:13]1[C:18](=O)[N:17](Br)[C:15](=[O:16])[CH2:14]1.CC1[CH:31]=[C:30]([N+:32]([O-:34])=[O:33])[CH:29]=[CH:28]C=1C(OC)=O>C(Cl)(Cl)(Cl)Cl>[N+:32]([C:30]1[CH:31]=[C:13]2[C:14](=[CH:28][CH:29]=1)[C:15](=[O:16])[NH:17][CH2:18]2)([O-:34])=[O:33]. Procedure: AIBN (84 mg, 0.51), NBS (1.1 gram, 6.4 mmol), and the methyl 2-methyl-4-nitrobenzoate (1 g, 5.1 mmol) from step 1 of this example were suspended in CCl4 and the mixture heated under N2 at 79 C overnight. The solution was filtered, and concentrated in vacuum. The residue was dissolved in 7 N ammonia in methanol (15 ml) and the solution stirred for 2 hours at RT. The mixture was concentrated in vacuum. and the resulting solid suspended in EtOAc (21.5 ml), heated at 80° C. for 30 minutes with stirr...